This data is from the Open Reaction Database (ORD), a public repository of structured organic reaction records. The task is: describe an organic reaction: reactants, conditions, products, and yield Reactants: ClC1=CC(=C(N=N1)C(=O)N)NC1=NC(=CC=C1)CCC (6-Chloro-4-(6-propylpyridin-2-ylamino)pyridazine-3-carboxamide), N[C@H]1[C@H](CCCC1)NC(OC(C)(C)C)=O (tert-butyl (1S,2R)-2-aminocyclohexylcarbamate). Run in CN1C(CCC1)=O (N-methyl-2-pyrrolidinone). Run at temperature 130 celsius. The product is C(N)(=O)C1=C(C=C(N=N1)N[C@H]1[C@H](CCCC1)NC(OC(C)(C)C)=O)NC1=NC(=CC=C1)CCC (tert-Butyl (1S,2R)-2-(6-carbamoyl-5-(6-propylpyridin-2-ylamino)pyridazin-3-ylamino)cyclohexylcarbamate). Reaction SMILES: Cl[C:2]1[N:7]=[N:6][C:5]([C:8]([NH2:10])=[O:9])=[C:4]([NH:11][C:12]2[CH:17]=[CH:16][CH:15]=[C:14]([CH2:18][CH2:19][CH3:20])[N:13]=2)[CH:3]=1.[NH2:21][C@@H:22]1[CH2:27][CH2:26][CH2:25][CH2:24][C@@H:23]1[NH:28][C:29](=[O:35])[O:30][C:31]([CH3:34])([CH3:33])[CH3:32]>CN1CCCC1=O>[C:8]([C:5]1[N:6]=[N:7][C:2]([NH:21][C@@H:22]2[CH2:27][CH2:26][CH2:25][CH2:24][C@@H:23]2[NH:28][C:29](=[O:35])[O:30][C:31]([CH3:33])([CH3:32])[CH3:34])=[CH:3][C:4]=1[NH:11][C:12]1[CH:17]=[CH:16][CH:15]=[C:14]([CH2:18][CH2:19][CH3:20])[N:13]=1)(=[O:9])[NH2:10]. Procedure: 6-Chloro-4-(6-propylpyridin-2-ylamino)pyridazine-3-carboxamide (289 mg, 991 μmol) and tert-butyl (1S,2R)-2-aminocyclohexylcarbamate (425 mg, 1.98 mmol) were dissolved in N-methyl-2-pyrrolidinone (2 mL) and heated at 130° C. for 24 h. LCMS showed desired product mass, as well as starting material. A third equivalent of tert-butyl (1S,2R)-2-aminocyclohexylcarbamate was added (213 mg, 0.991 mmol) and heating continued. After 8 h, a third portion of tert-butyl (1S,2R)-2-aminocyclohexylcarbamate (0.3...